Dataset: the Open Reaction Database (ORD), a public repository of structured organic reaction records. Task: describe an organic reaction: reactants, conditions, products, and yield Starting materials: S(=O)(=O)([O-])OOS(=O)(=O)[O-].[K+].[K+] (potassium persulfate), P(=O)(O)([O-])[O-].[Na+].[Na+] (sodium monohydrogen phosphate), COC1=C(CN2[C@H]([C@H](C2=O)NC(COC2=CC=CC=C2)=O)C(=O)OC)C=CC(=C1)OC (methyl cis-1-(2,4-dimethoxybenzyl)-4-oxo-3-phenoxyacetylaminoazetidine-2-carboxylate). Run in O (water). Reaction conditions: time 1 hour. The product is O=C1[C@@H]([C@@H](N1)C(=O)OC)NC(COC1=CC=CC=C1)=O (Methyl cis-4-oxo-3-phenoxyacetylaminoazetidine-2-carboxylate). As a reaction SMILES: COC1C=C(OC)C=CC=1C[N:6]1[C:9](=[O:10])[C@H:8]([NH:11][C:12](=[O:21])[CH2:13][O:14][C:15]2[CH:20]=[CH:19][CH:18]=[CH:17][CH:16]=2)[C@@H:7]1[C:22]([O:24][CH3:25])=[O:23].S(OOS([O-])(=O)=O)([O-])(=O)=O.[K+].[K+].P([O-])([O-])(O)=O.[Na+].[Na+]>O>[O:10]=[C:9]1[NH:6][C@@H:7]([C:22]([O:24][CH3:25])=[O:23])[C@H:8]1[NH:11][C:12](=[O:21])[CH2:13][O:14][C:15]1[CH:20]=[CH:19][CH:18]=[CH:17][CH:16]=1 |f:1.2.3,4.5.6|. Reported procedure: To 900 ml of acetonitrile, which had been thoroughly degassed with argon, was added 30.0 g (0.070 mole) of methyl cis-1-(2,4-dimethoxybenzyl)-4-oxo-3-phenoxyacetylaminoazetidine-2-carboxylate and the solid was rinsed into the reaction vessel with an additional 50 ml of degassed acetonitrile. This solution was heated to 78° under argon and to it was added a degassed solution of 75.6 g (0.28 mole) of potassium persulfate and 37.5 g (0.14 mole) of sodium monohydrogen phosphate in 1400 ml of water. ... Starting materials: FC(C1=C(CP(OCC)(OCC)=O)C=CC=C1)(F)F (diethyl 2-trifluoromethylbenzylphosphonate). Run in Cl (hydrochloric acid), CCO (EtOH). The product is FC(C1=C(CP(O)(O)=O)C=CC=C1)(F)F (2-Trifluoromethylbenzylphosphonic acid). Yield: 46.5%. RXN SMILES: [F:1][C:2]([F:19])([F:18])[C:3]1[CH:17]=[CH:16][CH:15]=[CH:14][C:4]=1[CH2:5][P:6](=[O:13])([O:10]CC)[O:7]CC>Cl.CCO>[F:18][C:2]([F:1])([F:19])[C:3]1[CH:17]=[CH:16][CH:15]=[CH:14][C:4]=1[CH2:5][P:6](=[O:7])([OH:10])[OH:13]. Procedure: The diethyl 2-trifluoromethylbenzylphosphonate (1.22 g, 4.12 mmol) was dissolved in a mixture of 50 mL of conc hydrochloric acid and 5 mL of EtOH and was heated at reflux temperature for 17 hours. After cooling the mixture in an ice bath, white crystalline acid was collected to give 0.46 g, 46% of the desired product, mp=190°-192° C.; D.C.I.M.S. [MH+, 241]. Reactants: Nc1c(Cl)cc(C(F)(F)F)cc1Cl, N#Cc1nn(-c2c(Cl)cc(C(F)(F)F)cc2Cl)c(N)c1S(=O)C(F)(F)F. Product: N#Cc1nn(-c2c(Cl)cc(C(F)(F)F)cc2Cl)c(N)c1SC(F)(F)F. Reaction SMILES: [Cl:27][c:28]1[cH:29][c:30]([C:31]([F:32])([F:33])[F:34])[cH:35][c:36]([Cl:37])[c:38]1[NH2:39].[NH2:1][c:2]1[c:3]([S:21](=[O:22])[C:23]([F:24])([F:25])[F:26])[c:4]([C:19]#[N:20])[n:5][n:6]1-[c:7]1[c:8]([Cl:18])[cH:9][c:10]([C:14]([F:15])([F:16])[F:17])[cH:11][c:12]1[Cl:13]>>[NH2:1][c:2]1[c:3]([S:21][C:23]([F:24])([F:25])[F:26])[c:4]([C:19]#[N:20])[n:5][n:6]1-[c:7]1[c:8]([Cl:18])[cH:9][c:10]([C:14]([F:15])([F:16])[F:17])[cH:11][c:12]1[Cl:13]. Reactants: C1CCOC1, COC(=O)c1ccc(C=CC(CCC(F)(F)F)c2ccc(-c3ccc(C(F)(F)F)cc3)nc2)cc1, Cl, [Na+], [OH-]. Product: O=C(O)c1ccc(C=CC(CCC(F)(F)F)c2ccc(-c3ccc(C(F)(F)F)cc3)nc2)cc1. Reaction SMILES: [CH2:39]1[O:40][CH2:41][CH2:42][CH2:43]1.[CH3:1][O:2][C:3]([c:4]1[cH:5][cH:6][c:7]([CH:10]=[CH:11][CH:12]([CH2:13][CH2:14][C:15]([F:16])([F:17])[F:18])[c:19]2[cH:20][n:21][c:22](-[c:25]3[cH:26][cH:27][c:28]([C:31]([F:32])([F:33])[F:34])[cH:29][cH:30]3)[cH:23][cH:24]2)[cH:8][cH:9]1)=[O:35].[ClH:38].[Na+:37].[OH-:36]>>[O:2]=[C:3]([c:4]1[cH:5][cH:6][c:7]([CH:10]=[CH:11][CH:12]([CH2:13][CH2:14][C:15]([F:16])([F:17])[F:18])[c:19]2[cH:20][n:21][c:22](-[c:25]3[cH:26][cH:27][c:28]([C:31]([F:32])([F:33])[F:34])[cH:29][cH:30]3)[cH:23][cH:24]2)[cH:8][cH:9]1)[OH:35].